describe an organic reaction: reactants, conditions, products, and yield From a dataset of the Open Reaction Database (ORD), a public repository of structured organic reaction records. Reactants: CC1=C(C(=O)O)C=CC(=N1)C(F)(F)F (2-methyl-6-trifluoromethylnicotinic acid), COC1=CC=C(C#N)C=C1 (4-methoxybenzonitrile), [Li]CCCC (n-BuLi), C(C)(C)NC(C)C (diisopropylamine). Run in C1CCOC1 (THF), C1CCOC1 (THF), C1CCOC1 (THF). Conditions: temperature -40 celsius, time 15 minute. The product is [Li+].CC(C)[N-]C(C)C (LDA), COC1=CC=C(C=C1)C=1N=C(C=2C=CC(=NC2C1)C(F)(F)F)O (7-(4-Methoxyphenyl)-2-trifluoromethyl-[1,6]naphthyridin-5-ol). The yield is 40.0%. RXN SMILES: [Li:1]CCCC.[CH:6]([NH:9][CH:10]([CH3:12])[CH3:11])([CH3:8])[CH3:7].[CH3:13][C:14]1[N:22]=[C:21]([C:23]([F:26])([F:25])[F:24])[CH:20]=[CH:19][C:15]=1[C:16]([OH:18])=O.[CH3:27][O:28][C:29]1[CH:36]=[CH:35][C:32]([C:33]#[N:34])=[CH:31][CH:30]=1>C1COCC1>[Li+:1].[CH3:7][CH:6]([N-:9][CH:10]([CH3:12])[CH3:11])[CH3:8].[CH3:27][O:28][C:29]1[CH:36]=[CH:35][C:32]([C:33]2[N:34]=[C:16]([OH:18])[C:15]3[CH:19]=[CH:20][C:21]([C:23]([F:26])([F:25])[F:24])=[N:22][C:14]=3[CH:13]=2)=[CH:31][CH:30]=1 |f:5.6|. Reported procedure: A solution of LDA (2.4 mmol) was prepared by adding n-BuLi (1.7 mL, 2.4 mmol, 1.4 M in hexanes) via syringe to a solution of diisopropylamine (247 mg, 2.4 mmol) in THF (10 mL) at 0° C. and stirring for 15 minutes. The solution was then cooled to −40° C., then 2-methyl-6-trifluoromethylnicotinic acid (250 mg, 1.2 mmol) in THF (5 mL) was added via syringe. After stirring at −40° C. for 30 minutes, 4-methoxybenzonitrile (162 mg, 1.2 mmol) in THF (5 mL) was added via syringe. The reaction mixture wa... Starting materials: C(C)N1N=CC=C1O (1-ethyl-5-hydroxy-1H-pyrazole), N,N-dicyclohexylcarbodiimide, ClC1=C(C(=O)O)C=CC(=C1C1=CC(=NN1C)C(=O)C)Cl (2,4-dichloro-3-(1-methyl-3-methylcarbonyl-1H-pyrazol-5-yl)benzoic acid), C([O-])([O-])=O.[Na+].[Na+] (sodium carbonate), C(C)(=O)OCC (ethyl acetate). Solvent: C(C)#N (acetonitrile). Run at time 12 hour. Product: ClC1=C(C(=O)OC2=CC=NN2CC)C=CC(=C1C1=CC(=NN1C)C(=O)C)Cl ((1-ethylpyrazol-5-yl) 2,4-dichloro-3-(1-methyl-3-methylcarbonyl-1H-pyrazol-5-yl)benzoate). Yield: 27.1%. RXN SMILES: [CH2:1]([N:3]1[C:7]([OH:8])=[CH:6][CH:5]=[N:4]1)[CH3:2].[Cl:9][C:10]1[C:18]([C:19]2[N:23]([CH3:24])[N:22]=[C:21]([C:25]([CH3:27])=[O:26])[CH:20]=2)=[C:17]([Cl:28])[CH:16]=[CH:15][C:11]=1[C:12](O)=[O:13].C(=O)([O-])[O-].[Na+].[Na+].C(OCC)(=O)C>C(#N)C>[Cl:9][C:10]1[C:18]([C:19]2[N:23]([CH3:24])[N:22]=[C:21]([C:25]([CH3:27])=[O:26])[CH:20]=2)=[C:17]([Cl:28])[CH:16]=[CH:15][C:11]=1[C:12]([O:8][C:7]1[N:3]([CH2:1][CH3:2])[N:4]=[CH:5][CH:6]=1)=[O:13] |f:2.3.4|. Reported procedure: 0.21 g (1.9 mmol) of 1-ethyl-5-hydroxy-1H-pyrazole and 0.39 g (1.9 mmol) of N,N-dicyclohexylcarbodiimide were added to 0.59 g (1.9 mmol) of 2,4-dichloro-3-(1-methyl-3-methylcarbonyl-1H-pyrazol-5-yl)benzoic acid in 8 ml of acetonitrile. The mixture was stirred at room temperature for 12 hours and 25 ml of 5% strength sodium carbonate solution and 50 ml of ethyl acetate were added, insoluble components were filtered off and the organic phase was separated off, dried and concentrated. The residue w... Starting materials: CCN=C=NCCCN(C)C (WSC), C(C1=CC=CC=C1)OCCC1=C(N=NN1C1=CC=C(C=C1)C(=O)NCC)C(=O)O (5-[2-(Benzyloxy)ethyl]-1-{4-[(ethylamino)carbonyl]phenyl}-1H-1,2,3-triazole-4-carboxylic acid), C=1C=CC2=C(C1)N=NN2O (HOBt), C1(CC1)N (cyclopropylamine). Solvent: C(C)#N.CN(C)C=O (acetonitrile DMF), C(C)(=O)OCC.CCCCCC (ethyl acetate hexane). Run at time 3 hour. Yields the product C(C1=CC=CC=C1)OCCC1=C(N=NN1C1=CC=C(C=C1)C(=O)NCC)C(=O)NC1CC1 (5-[2-(benzyloxy)ethyl]-N-cyclopropyl-1-{4-[(ethylamino)carbonyl]phenyl}-1H-1,2,3-triazole-4-carboxamide). The yield is 127.2%. As a reaction SMILES: [CH2:1]([O:8][CH2:9][CH2:10][C:11]1[N:15]([C:16]2[CH:21]=[CH:20][C:19]([C:22]([NH:24][CH2:25][CH3:26])=[O:23])=[CH:18][CH:17]=2)[N:14]=[N:13][C:12]=1[C:27](O)=[O:28])[C:2]1[CH:7]=[CH:6][CH:5]=[CH:4][CH:3]=1.C1C=C[C:33]2N(O)N=[N:36][C:34]=2[CH:35]=1.C1(N)CC1.CCN=C=NCCCN(C)C>C(#N)C.CN(C=O)C.C(OCC)(=O)C.CCCCCC>[CH2:1]([O:8][CH2:9][CH2:10][C:11]1[N:15]([C:16]2[CH:21]=[CH:20][C:19]([C:22]([NH:24][CH2:25][CH3:26])=[O:23])=[CH:18][CH:17]=2)[N:14]=[N:13][C:12]=1[C:27]([NH:36][CH:34]1[CH2:35][CH2:33]1)=[O:28])[C:2]1[CH:3]=[CH:4][CH:5]=[CH:6][CH:7]=1 |f:4.5,6.7|. Procedure: 5-[2-(Benzyloxy)ethyl]-1-{4-[(ethylamino)carbonyl]phenyl}-1H-1,2,3-triazole-4-carboxylic acid (375 mg, 0.951 mmol) obtained in Example 107b), HOBt (64.9 mg, 0.475 mmol, 0.5 eq.) and cyclopropylamine (0.088 ml, 1.24 mmol, 1.3 eq.) were dissolved in acetonitrile-DMF (2:1, 4.5 ml), WSC (223 mg, 1.14 mmol, 1.2 eq.) was added, and the mixture was stirred at room temperature for 3 hr. The reaction mixture was diluted with ethyl acetate-hexane (4:1, 50 ml), washed twice with 2% aqueous sodium carbonate... Reactants: CN(C)c1ccncc1, ClCCl, O=C(Cl)c1ccc(F)cc1, CN1CCN(C(=O)c2ccc3c(c2)[nH]c2c(C(N)=O)ccc(-c4cccc5[nH]ccc45)c23)CC1. The product is CN1CCN(C(=O)c2ccc3c(c2)[nH]c2c(C(N)=O)ccc(-c4cccc5c4ccn5C(=O)c4ccc(F)cc4)c23)CC1. Reaction SMILES: [CH3:48][N:49]([c:50]1[cH:51][cH:52][n:53][cH:54][cH:55]1)[CH3:56].[Cl:45][CH2:46][Cl:47].[F:35][c:36]1[cH:37][cH:38][c:39]([C:40](=[O:41])[Cl:42])[cH:43][cH:44]1.[nH:1]1[cH:2][cH:3][c:4]2[c:5](-[c:10]3[cH:11][cH:12][c:13]([C:32](=[O:33])[NH2:34])[c:14]4[nH:15][c:16]5[cH:17][c:18]([C:23](=[O:24])[N:25]6[CH2:26][CH2:27][N:28]([CH3:31])[CH2:29][CH2:30]6)[cH:19][cH:20][c:21]5[c:22]34)[cH:6][cH:7][cH:8][c:9]12>>[n:1]1([C:40]([c:39]2[cH:38][cH:37][c:36]([F:35])[cH:44][cH:43]2)=[O:41])[cH:2][cH:3][c:4]2[c:5](-[c:10]3[cH:11][cH:12][c:13]([C:32](=[O:33])[NH2:34])[c:14]4[nH:15][c:16]5[cH:17][c:18]([C:23](=[O:24])[N:25]6[CH2:26][CH2:27][N:28]([CH3:31])[CH2:29][CH2:30]6)[cH:19][cH:20][c:21]5[c:22]34)[cH:6][cH:7][cH:8][c:9]12. The reactants are Cl.C(#C)C1(CNCCC1)C (3-ethynyl-3-methylpiperidine hydrochloride), N1CCCCC1 (piperidine), IC=1C=C2C(=NC1)N(C=N2)CC2=CC(=C(C=C2)OCC=2C=NC(=CC2)OC)OC (6-iodo-3-(3-methoxy-4-((6-methoxypyridin-3-yl)methoxy)benzyl)-3H-imidazo[4,5-b]pyridine). The reagents and catalysts are Cl[Pd]([P](C1=CC=CC=C1)(C2=CC=CC=C2)C3=CC=CC=C3)([P](C4=CC=CC=C4)(C5=CC=CC=C5)C6=CC=CC=C6)Cl (bis(triphenylphosphine)palladium(II) chloride), [Cu]I (copper(I) iodide). The solvent is O1CCCC1 (tetrahydrofuran). Conditions: temperature 60 celsius, time 30 minute. Product: COC=1C=C(CN2C=NC=3C2=NC=C(C3)C3=CC2(CCCN3C2)C)C=CC1OCC=1C=NC(=CC1)OC (3-(3-Methoxy-4-((6-methoxypyridin-3-yl)methoxy)benzyl)-6-(5-methyl-1-azabicyclo[3.2.1]oct-6-en-7-yl)-3H-imidazo[4,5-b]pyridine). Isolated yield 10.0%. RXN SMILES: I[C:2]1[CH:3]=[C:4]2[N:10]=[CH:9][N:8]([CH2:11][C:12]3[CH:17]=[CH:16][C:15]([O:18][CH2:19][C:20]4[CH:21]=[N:22][C:23]([O:26][CH3:27])=[CH:24][CH:25]=4)=[C:14]([O:28][CH3:29])[CH:13]=3)[C:5]2=[N:6][CH:7]=1.Cl.[C:31]([C:33]1([CH3:39])[CH2:38][CH2:37][CH2:36][NH:35][CH2:34]1)#[CH:32].N1CCCCC1>O1CCCC1.Cl[Pd](Cl)([P](C1C=CC=CC=1)(C1C=CC=CC=1)C1C=CC=CC=1)[P](C1C=CC=CC=1)(C1C=CC=CC=1)C1C=CC=CC=1.[Cu]I>[CH3:29][O:28][C:14]1[CH:13]=[C:12]([CH:17]=[CH:16][C:15]=1[O:18][CH2:19][C:20]1[CH:21]=[N:22][C:23]([O:26][CH3:27])=[CH:24][CH:25]=1)[CH2:11][N:8]1[C:5]2=[N:6][CH:7]=[C:2]([C:32]3[N:35]4[CH2:34][C:33]([CH3:39])([CH2:38][CH2:37][CH2:36]4)[CH:31]=3)[CH:3]=[C:4]2[N:10]=[CH:9]1 |f:1.2,^1:53,72|. Procedure details: To a stirred suspension of 6-iodo-3-(3-methoxy-4-((6-methoxypyridin-3-yl)methoxy)benzyl)-3H-imidazo[4,5-b]pyridine (Step 3, Example 19, 0.20 g, 0.40 mmol) in tetrahydrofuran (3.0 mL) was added 3-ethynyl-3-methylpiperidine hydrochloride (0.13 g, 1.00 mmol), bis(triphenylphosphine)palladium(II) chloride (0.055 g, 0.078 mmol), copper(I) iodide (0.030 g, 0.16 mmol), and piperidine (0.17 g, 2.00 mmol). The mixture was heated to 60° C. in a microwave reactor. After 30 min, the mixture was allowed to c... The reactants are OC(CC(=O)OCC)(C=CCCCC1=CC=C(C=C1)OCC1=CC=CC=C1)C (ethyl 3-hydroxy-3-methyl-8-(p-benzyloxyphenyl)-4-octenoate), [OH-].[Na+] (sodium hydroxide), Example 25 ( b ), BrBr (bromine), carboxylic acid. Solvent: C(C)O (ethanol). Yields the product OC1(CC(=O)OC(C1Br)CCCC1=CC=C(C=C1)OCC1=CC=CC=C1)C (3-Hydroxy-3-methyl-4-bromo-8-(p-benzyloxyphenyl)-5-octanolide). Reaction SMILES: [Br:1]Br.[OH:3][C:4]([CH3:30])([CH:11]=[CH:12][CH2:13][CH2:14][CH2:15][C:16]1[CH:21]=[CH:20][C:19]([O:22][CH2:23][C:24]2[CH:29]=[CH:28][CH:27]=[CH:26][CH:25]=2)=[CH:18][CH:17]=1)[CH2:5][C:6]([O:8]CC)=[O:7].[OH-].[Na+]>C(O)C>[OH:3][C:4]1([CH3:30])[CH:11]([Br:1])[CH:12]([CH2:13][CH2:14][CH2:15][C:16]2[CH:21]=[CH:20][C:19]([O:22][CH2:23][C:24]3[CH:29]=[CH:28][CH:27]=[CH:26][CH:25]=3)=[CH:18][CH:17]=2)[O:8][C:6](=[O:7])[CH2:5]1 |f:2.3|. Procedure: According to the method described in Example 25 (b), the reaction was carried out by using 0.13 ml of bromine and 0.74 g of the carboxylic acid which was prepared from 0.80 g of ethyl 3-hydroxy-3-methyl-8-(p-benzyloxyphenyl)-4-octenoate, 8 ml of ethanol and 1 ml of 4 N sodium hydroxide, and the product was recrystallized from ethyl ether to give 0.32 g of the desired compound melting at 100°-101° C.